From a dataset of the Open Reaction Database (ORD), a public repository of structured organic reaction records. describe an organic reaction: reactants, conditions, products, and yield Reported procedure: This compound is prepared by action of p-toluenesulfonyl chloride on above alcohol (IV), according to the process of Example 1. M.p.=97°-98° C. Yield: 89%. Starting materials: C1(=CC=C(C=C1)S(=O)(=O)Cl)C (p-toluenesulfonyl chloride), CC=1SC2=C(N1)C(CCC2)CO (2-Methyl-4-hydroxymethyl-4,5,6,7-tetrahydrobenzo[d]thiazole). The product is CC=1SC2=C(N1)C(CCC2)COS(=O)(=O)C2=CC=C(C)C=C2 (2-Methyl-4-tosyloxymethyl-4,5,6,7-tetrahydrobenzo[d]thiazole). Reaction SMILES: [C:1]1([CH3:11])[CH:6]=[CH:5][C:4]([S:7](Cl)(=[O:9])=[O:8])=[CH:3][CH:2]=1.[CH3:12][C:13]1[S:14][C:15]2[CH2:21][CH2:20][CH2:19][CH:18]([CH2:22][OH:23])[C:16]=2[N:17]=1>>[CH3:12][C:13]1[S:14][C:15]2[CH2:21][CH2:20][CH2:19][CH:18]([CH2:22][O:23][S:7]([C:4]3[CH:5]=[CH:6][C:1]([CH3:11])=[CH:2][CH:3]=3)(=[O:9])=[O:8])[C:16]=2[N:17]=1. The yield is 89.0%. Reactants: CCOC(=O)c1cc(Br)cn1CC, Cc1cn(Cc2ccccc2)c(C)n1. Reagents/catalysts: CC(C)(C)c1ccc(-c2ccc(C(C)(C)C)cc2)cc1 (4,4'-di-tert-butylbiphenyl), CC(C)(C)C(=O)[O-].[K+] (KOPiv), Cl[Pd]CC=C.C=CC[Pd]Cl ([Pd(allyl)Cl]2), CN(C)c1ccc(P(C2CCCCC2)C2CCCCC2)cc1 (A-caPhos). The solvent is CC(=O)N(C)C (DMA), CC(=O)N(C)C (DMA), CC(=O)N(C)C (DMA). Run at temperature 120 celsius, time 24 hour. Product: CCOC(=O)c1cc(-c2c(C)nc(C)n2Cc2ccccc2)cn1CC. Yield: 4.3%. Reaction SMILES: [CH:13]([Cl:14])([Cl:15])[Cl:16].[Cl:1][c:2]1[cH:3][cH:4][c:5]([F:8])[cH:6][cH:7]1.[NH2:9][CH2:10][CH2:11][NH2:12]>>[Cl:1][c:2]1[cH:3][cH:4][c:5]([NH:12][CH2:11][CH2:10][NH2:9])[cH:6][cH:7]1. Reactants: ClC(Cl)Cl, Fc1ccc(Cl)cc1, NCCN. Product: NCCNc1ccc(Cl)cc1. The reactants are C1(=CC=CC=2C=CCCC12)C(C)=O (1-(7,8-dihydro-naphthalen-1-yl)-ethanone), FC(C=1C=C(C=CC1)CCCN)(F)F (3-(3-Trifluoromethyl-phenyl)-propylamine), [BH4-].[Na+] (sodium borohydride), hydrochloride salt, Cl (HCl). The solvent is CO (Methanol), CC([O-])C.[Ti+4].CC([O-])C.CC([O-])C.CC([O-])C (titanium (IV) isopropoxide), C(C)OCC (ethyl ether). Conditions: time 8 hour. The product is C1(=CC=CC=C1)C(CC)N (Phenylpropan-1-Amine). Yield: 240.4%. As a reaction SMILES: [C:1]1(C(=O)C)[C:10]2[CH2:9][CH2:8][CH:7]=C[C:5]=2[CH:4]=[CH:3][CH:2]=1.FC(F)(F)C1C=C(CCC[NH2:25])C=CC=1.[BH4-].[Na+].Cl>CC(C)[O-].[Ti+4].CC(C)[O-].CC(C)[O-].CC(C)[O-].C(OCC)C.CO>[C:10]1([CH:9]([NH2:25])[CH2:8][CH3:7])[CH:5]=[CH:4][CH:3]=[CH:2][CH:1]=1 |f:2.3,5.6.7.8.9|. Procedure details: The mixture of 1-(7,8-dihydro-naphthalen-1-yl)-ethanone (10) (172 mg, 1.0 mmol) and 3-(3-trifluoromethyl-phenyl)-propylamine (13) (204 mg, 1.0 mmol) in titanium (IV) isopropoxide (1 mL) was stirred at room temperature overnight. Methanol(5 mL) was added followed by addition of sodium borohydride (55 mg, 2.0 mmol). The reaction mixture was stirred at room temperature for 1 hour and evaporated to dryness. The crude product was purified by chromatography on silica gel, loaded with dichloromethane a... Reactants: CCO, [Na+], [OH-], COC(=O)c1ccc2c(c1)C(C)(O)c1ccccc1CO2. Product: CC1(O)c2ccccc2COc2ccc(C(=O)O)cc21. As a reaction SMILES: [CH3:24][CH2:25][OH:26].[Na+:23].[OH-:22].[OH:1][C:2]1([CH3:21])[c:3]2[c:4]([cH:13][cH:14][c:15]([C:17](=[O:18])[O:19][CH3:20])[cH:16]2)[O:5][CH2:6][c:7]2[c:8]1[cH:9][cH:10][cH:11][cH:12]2>>[OH:1][C:2]1([CH3:21])[c:3]2[c:4]([cH:13][cH:14][c:15]([C:17](=[O:18])[OH:19])[cH:16]2)[O:5][CH2:6][c:7]2[c:8]1[cH:9][cH:10][cH:11][cH:12]2. Solvent: C(C)O (ethanol). Reported procedure: 3-(5-Amino-2-methoxyphenyl)propionic acid (4 g, 0.02 mole), concentrated hydrochloric acid (30 ml) and water (45 ml) were stirred together at 0°. The mixture was treated with sodium nitrite (1.38 g, 0.02 mole) in water (10 ml) at 0°. The solution was then stirred for a further one-half hour. The excess of nitrous acid was destroyed with urea. The above reaction mixture was added to a solution of stannous chloride (7.6 g) in concentrated hydrochloric acid (10 ml). The precipitate (5 g) was collec... RXN SMILES: [NH:1]([C:3]1[CH:4]=[CH:5][C:6]([O:14][CH3:15])=[C:7]([CH2:9][CH2:10][C:11]([OH:13])=[O:12])[CH:8]=1)[NH2:2].[CH:16]([O-])=[O:17].[Na+].C(O)=O>C(O)C>[CH:16]([NH:2][NH:1][C:3]1[CH:4]=[CH:5][C:6]([O:14][CH3:15])=[C:7]([CH2:9][CH2:10][C:11]([OH:13])=[O:12])[CH:8]=1)=[O:17] |f:1.2|. Starting materials: N(N)C=1C=CC(=C(C1)CCC(=O)O)OC (3-(5-hydrazino-2-methoxyphenyl)propionic acid), C(=O)[O-].[Na+] (sodium formate), C(=O)O (formic acid). The product is C(=O)NNC=1C=CC(=C(C1)CCC(=O)O)OC (3-[5-(2-Formylhydrazino)-2-methoxyphenyl]propionic acid). Starting materials: O=C([O-])[O-], CN(C)C(=O)N1CC2CC(C)(N)CC2C1, CN(C)C=O, N#CC1CC(F)CN1C(=O)CCl, ClCCl, [K+], [K+]. Product: CN(C)C(=O)N1CC2CC(C)(NCC(=O)N3CC(F)CC3C#N)CC2C1. RXN SMILES: [C:28](=[O:29])([O-:30])[O-:31].[CH3:1][N:2]([C:3](=[O:4])[N:5]1[CH2:6][CH:7]2[CH:8]([CH2:9]1)[CH2:10][C:11]([CH3:13])([NH2:14])[CH2:12]2)[CH3:15].[CH3:34][N:35]([CH3:36])[CH:37]=[O:38].[Cl:16][CH2:17][C:18](=[O:19])[N:20]1[CH:21]([C:26]#[N:27])[CH2:22][CH:23]([F:25])[CH2:24]1.[Cl:39][CH2:40][Cl:41].[K+:32].[K+:33]>>[CH3:1][N:2]([C:3](=[O:4])[N:5]1[CH2:6][CH:7]2[CH:8]([CH2:9]1)[CH2:10][C:11]([CH3:13])([NH:14][CH2:17][C:18](=[O:19])[N:20]1[CH:21]([C:26]#[N:27])[CH2:22][CH:23]([F:25])[CH2:24]1)[CH2:12]2)[CH3:15]. The reactants are BrC=1C(=NC(=NC1)NC1=CC(=CC=C1)SC)NC(C)C (5-bromo-N4-isopropyl-N2-(3-methylsulphanylphenyl)pyrimidine-2,4-diamine), CC1=CC=C(C=C1)S(=O)(=O)[N-]Cl.O.O.O.[Na+] (chloramine-T trihydrate), C(C)#N (acetonitrile). Yields the product BrC=1C(=NC(=NC1)NC=1C=C(C=CC1)S(=NS(=O)(=O)C1=C(C=CC=C1)C)C)NC(C)C ((RS)—S-(3-{[5-Bromo-4-(isopropylamino)pyrimidin-2-yl]amino}phenyl)-S-methyl-N-(tolylsulphonyl)sulphimide). RXN SMILES: [Br:1][C:2]1[C:3]([NH:17][CH:18]([CH3:20])[CH3:19])=[N:4][C:5]([NH:8][C:9]2[CH:14]=[CH:13][CH:12]=[C:11]([S:15][CH3:16])[CH:10]=2)=[N:6][CH:7]=1.C[C:22]1[CH:27]=[CH:26][C:25]([S:28]([N-:31]Cl)(=[O:30])=[O:29])=[CH:24][CH:23]=1.O.O.O.[Na+].[C:37](#N)C>>[Br:1][C:2]1[C:3]([NH:17][CH:18]([CH3:20])[CH3:19])=[N:4][C:5]([NH:8][C:9]2[CH:10]=[C:11]([S:15]([CH3:16])=[N:31][S:28]([C:25]3[CH:24]=[CH:23][CH:22]=[CH:27][C:26]=3[CH3:37])(=[O:29])=[O:30])[CH:12]=[CH:13][CH:14]=2)=[N:6][CH:7]=1 |f:1.2.3.4.5|. Procedure: In analogy to Example 1, 0.15 g (0.42 mmol) of 5-bromo-N4-isopropyl-N2-(3-methylsulphanylphenyl)pyrimidine-2,4-diamine is reacted with 0.132 g (0.47 mmol) of chloramine-T trihydrate in 3.0 ml of acetonitrile (24 hours). Purification by chromatography (silica gel, ethyl acetate/hexane with ethyl acetate 0-100%, then ethyl acetate/methanol with methanol 5-10% results in 0.14 g (63% of theory) of the product. As a reaction SMILES: C([O:5][C:6](=[O:22])[CH2:7][NH:8][C:9](=[O:21])[C:10]1[CH:15]=[CH:14][C:13]([NH:16][CH3:17])=[C:12]([N+:18]([O-:20])=[O:19])[CH:11]=1)(C)(C)C>Cl.O1CCOCC1.C(Cl)Cl>[CH3:17][NH:16][C:13]1[CH:14]=[CH:15][C:10]([C:9]([NH:8][CH2:7][C:6]([OH:22])=[O:5])=[O:21])=[CH:11][C:12]=1[N+:18]([O-:20])=[O:19] |f:1.2|. Product: CNC1=C(C=C(C(=O)NCC(=O)O)C=C1)[N+](=O)[O-] ((4-Methylamino-3-nitro-benzoylamino)-acetic acid). Reported procedure: (4-Methylamino-3-nitro-benzoylamino)-acetic acid (800 mg) was prepared starting from (4-methylamino-3-nitro-benzoylamino)-acetic acid tert-butyl ester (1.2 g) in 4 M HCl-dioxane (2 mL) and DCM (2 mL). The reaction was stirred at room temperature for 8 h. The solvent was evaporated to isolate pure compound without any further purification. Yield: 81.4%. The solvent is Cl.O1CCOCC1 (HCl dioxane), C(Cl)Cl (DCM). Conditions: time 8 hour. Reactants: C(C)(C)(C)OC(CNC(C1=CC(=C(C=C1)NC)[N+](=O)[O-])=O)=O ((4-methylamino-3-nitro-benzoylamino)-acetic acid tert-butyl ester). The reactants are O=C1CCC(=O)N1Br, CN(C)C=O, O=C(Nc1ccc2[nH]ccc2c1)C1(c2ccc3c(c2)OCO3)CC1, O. Yields the product O=C(Nc1ccc2[nH]cc(Br)c2c1)C1(c2ccc3c(c2)OCO3)CC1. RXN SMILES: [Br:1][N:2]1[C:3](=[O:4])[CH2:5][CH2:6][C:7]1=[O:8].[CH3:34][N:35]([CH3:36])[CH:37]=[O:38].[O:9]1[CH2:10][O:11][c:12]2[c:13]1[cH:14][cH:15][c:16]([C:18]1([C:21](=[O:22])[NH:23][c:24]3[cH:25][c:26]4[cH:27][cH:28][nH:29][c:30]4[cH:31][cH:32]3)[CH2:19][CH2:20]1)[cH:17]2.[OH2:33]>>[Br:1][c:27]1[c:26]2[cH:25][c:24]([NH:23][C:21]([C:18]3([c:16]4[cH:15][cH:14][c:13]5[c:12]([cH:17]4)[O:11][CH2:10][O:9]5)[CH2:19][CH2:20]3)=[O:22])[cH:32][cH:31][c:30]2[nH:29][cH:28]1.